The task is: describe an organic reaction: reactants, conditions, products, and yield. This data is from the Open Reaction Database (ORD), a public repository of structured organic reaction records. Starting materials: Cc1cc(C)on1, O=S(=O)(O)Cl. The product is Cc1noc(C)c1S(=O)(=O)Cl. As a reaction SMILES: [CH3:6][c:7]1[n:8][o:9][c:10]([CH3:12])[cH:11]1.[Cl:1][S:2](=[O:3])(=[O:4])[OH:5]>>[Cl:1][S:2](=[O:3])(=[O:5])[c:11]1[c:7]([CH3:6])[n:8][o:9][c:10]1[CH3:12]. The reactants are C1(=CC=CC=C1)NC1=C(N=NS1)C(=O)N (5-phenylamino-[1,2,3]thiadiazole-4-carboxylic acid amide), Cl.N1(N=CC=C1)C(=N)N (1H-pyrazole-1-carboxamidine hydrochloride), C(C)(C)N(CC)C(C)C (diisopropyl ethylamine). The solvent is N1=CC=CC=C1 (pyridine). Conditions: temperature 80 celsius. The product is C1(=CC=CC=C1)NC1=C(N=NS1)CNC(=N)N (N-(5-Phenylamino-[1,2,3]thiadiazol-4-ylmethyl)guanidine). As a reaction SMILES: [C:1]1([NH:7][C:8]2[S:12][N:11]=[N:10][C:9]=2[C:13]([NH2:15])=O)[CH:6]=[CH:5][CH:4]=[CH:3][CH:2]=1.Cl.[N:17]1([C:22](N)=[NH:23])C=CC=N1.C(N(C(C)C)CC)(C)C>N1C=CC=CC=1>[C:1]1([NH:7][C:8]2[S:12][N:11]=[N:10][C:9]=2[CH2:13][NH:15][C:22]([NH2:23])=[NH:17])[CH:6]=[CH:5][CH:4]=[CH:3][CH:2]=1 |f:1.2|. Reported procedure: To a 2 mL pyridine solution of 5-phenylamino-[1,2,3]thiadiazole-4-carboxylic acid amide (50 mg, 0.24 mmole), was added the powder of 1H-pyrazole-1-carboxamidine hydrochloride (235 mg, 1.59 mmole) and diisopropyl ethylamine (234 mg, 1.8 mmole). Then the mixture was heated to about 80° C. The reaction mixture was cooled to room temperature for 4 hours and the solvent was then evaporated. The residue was loaded onto a preparative TLC plate and eluted sequentially with neat CH2Cl2 and CH2Cl2:MeOH (4...